This data is from the Open Reaction Database (ORD), a public repository of structured organic reaction records. The task is: describe an organic reaction: reactants, conditions, products, and yield Reactants: solid, BrC=1C=CC2=C(N(C=N2)C2=CC=C(C=C2)C(F)(F)F)C1 (6-bromo-1-(4-trifluoromethyl-phenyl)-1H-benzo[d]imidazole), BrC=1C=CC2=C(N(C=N2)C2=CC=C(C=C2)C(F)(F)F)C1 (6-bromo-1-(4-trifluoromethyl-phenyl)-1H-benzo[d]imidazole), FC1=CC=C(C=C1)N1N=CC=C1B(O)O (1-(4-fluoro-phenyl)-1H-pyrazol-5-ylboronic acid), FC1=CC=C(C=C1)N1N=CC=C1B(O)O (1-(4-fluoro-phenyl)-1H-pyrazol-5-ylboronic acid). Product: FC1=CC=C(C=C1)N1N=CC=C1C=1C=CC2=C(N(C=N2)C2=CC=C(C=C2)C(F)(F)F)C1 (6-[2-(4-Fluoro-phenyl)-2H-pyrazol-3-yl]-1-(4-trifluoromethyl-phenyl)-1H-benzoimidazole). RXN SMILES: Br[C:2]1[CH:3]=[CH:4][C:5]2[N:9]=[CH:8][N:7]([C:10]3[CH:15]=[CH:14][C:13]([C:16]([F:19])([F:18])[F:17])=[CH:12][CH:11]=3)[C:6]=2[CH:20]=1.[F:21][C:22]1[CH:27]=[CH:26][C:25]([N:28]2[C:32](B(O)O)=[CH:31][CH:30]=[N:29]2)=[CH:24][CH:23]=1>>[F:21][C:22]1[CH:23]=[CH:24][C:25]([N:28]2[C:32]([C:2]3[CH:3]=[CH:4][C:5]4[N:9]=[CH:8][N:7]([C:10]5[CH:15]=[CH:14][C:13]([C:16]([F:19])([F:18])[F:17])=[CH:12][CH:11]=5)[C:6]=4[CH:20]=3)=[CH:31][CH:30]=[N:29]2)=[CH:26][CH:27]=1. Reported procedure: The title compound, light brown solid (67 mg, 54%), MS (ISP) m/z=423.3 [(M+H)+], mp 204° C., was prepared in accordance with the general method of example 1 from 6-bromo-1-(4-trifluoromethyl-phenyl)-1H-benzo[d]imidazole (intermediate I) (100 mg, 293 μmol) and 1-(4-fluoro-phenyl)-1H-pyrazol-5-ylboronic acid (intermediate A) (72.5 mg, 352 μmol). The reactants are BrCC(C(C)(SC(F)(F)F)C)=O (1-bromo-3-methyl-3-trifluoromethylthio-butan-2-one), N1N=CN=C1 (1,2,4-triazole), C([O-])([O-])=O.[K+].[K+] (potassium carbonate). Run in CC(=O)C (acetone). The product is CC(C(CN1N=CN=C1)=O)(C)SC(F)(F)F (3-methyl-1-(1,2,4-triazol-1-yl)-3-trifluoromethylmercapto-butan-2-one). Yield: 61.2%. Reaction SMILES: Br[CH2:2][C:3](=[O:12])[C:4]([CH3:11])([S:6][C:7]([F:10])([F:9])[F:8])[CH3:5].[NH:13]1[CH:17]=[N:16][CH:15]=[N:14]1.C(=O)([O-])[O-].[K+].[K+]>CC(C)=O>[CH3:5][C:4]([S:6][C:7]([F:10])([F:9])[F:8])([CH3:11])[C:3](=[O:12])[CH2:2][N:13]1[CH:17]=[N:16][CH:15]=[N:14]1 |f:2.3.4|. Reported procedure: 26.5 g (0.1 mol) of 1-bromo-3-methyl-3-trifluoromethylthio-butan-2-one were added dropwise to a mixture of 8.3 g (0.12 mol) of 1,2,4-triazole and 28 g (0.2 mol) of potassium carbonate in 150 ml of acetone at room temperature. The mixture was subsequently stirred under reflux for 1 hour, the inorganic salts were filtered off and the filtrate was concentrated. The residue was taken up in methylene chloride, washed with water, dried over sodium sulphate and distilled. 15.5 g (62% of theory) of 3-me... The reactants are Cl (hydrochloric acid), ClC=1SC(=CC1C1CC(C=2C(=NNC2C1)C)=O)Cl (6-(2,5-dichlorothiophen-3-yl)-3-methyl-4,5,6,7-tetrahydroindazol-4-one), C(=N)(N)NN.Cl (aminoguanidine hydrochloride). Solvent: C(C)O (ethanol). The product is Cl.ClC=1SC(=CC1C1CC(C=2C(=NNC2C1)C)=NNC(=N)N)Cl (6-(2,5-dichlorothiophen-3-yl)-4-guanidinoimino-3-methyl-4,5,6,7-tetrahydroindazole hydrochloride). Yield: 209.1%. Reaction SMILES: [Cl:1][C:2]1[S:3][C:4]([Cl:18])=[CH:5][C:6]=1[CH:7]1[CH2:15][C:14]2[NH:13][N:12]=[C:11]([CH3:16])[C:10]=2[C:9](=O)[CH2:8]1.[C:19]([NH:22][NH2:23])([NH2:21])=[NH:20].Cl.Cl>C(O)C>[ClH:1].[Cl:1][C:2]1[S:3][C:4]([Cl:18])=[CH:5][C:6]=1[CH:7]1[CH2:15][C:14]2[NH:13][N:12]=[C:11]([CH3:16])[C:10]=2[C:9](=[N:23][NH:22][C:19]([NH2:21])=[NH:20])[CH2:8]1 |f:1.2,5.6|. Reported procedure: To a mixture of 6-(2,5-dichlorothiophen-3-yl)-3-methyl-4,5,6,7-tetrahydroindazol-4-one (0.3 g) and aminoguanidine hydrochloride (122 mg) were added ethanol (5 ml) and concentrated hydrochloric acid (0.1 ml), and the mixture was refluxed for 4 hours and cooled. Precipitated crystals were filtered, washed with ethanol and dried to give 6-(2,5-dichlorothiophen-3-yl)-4-guanidinoimino-3-methyl-4,5,6,7-tetrahydroindazole hydrochloride (Compound 127) (0.41 g) as pale yellow crystals. The solvent is ClCCl.C(C)O (dichloromethane ethanol), O1CCCC1 (tetrahydrofuran). Procedure: Prepared analogously to Example 1g from 3-methyl-4-(pyrrolidin-1-ylcarbonyl)benzoic acid, TBTU, diisopropylethylamine, and rac.-1-(5-chloro-1H-benzimidazol-2-yl)-2-(4-hydroxy-2,6-dimethylphenyl)ethylamine in tetrahydrofuran. Yield: %; Rf value: 0.39 (silica gel: dichloromethane/ethanol=9:1); C30H31ClN4O3 (531.06); mass spectrum: (M+H)+=531/533 (chlorine isotope). As a reaction SMILES: [CH3:1][C:2]1[CH:3]=[C:4]([CH:8]=[CH:9][C:10]=1[C:11]([N:13]1[CH2:17][CH2:16][CH2:15][CH2:14]1)=[O:12])[C:5]([OH:7])=O.CN(C(ON1N=NC2C=CC=CC1=2)=[N+](C)C)C.[B-](F)(F)(F)F.C(N(C(C)C)CC)(C)C.[Cl:49][C:50]1[CH:70]=[CH:69][C:53]2[NH:54][C:55]([CH:57]([NH2:68])[CH2:58][C:59]3[C:64]([CH3:65])=[CH:63][C:62]([OH:66])=[CH:61][C:60]=3[CH3:67])=[N:56][C:52]=2[CH:51]=1.ClCl>O1CCCC1.ClCCl.C(O)C>[Cl:49][C:50]1[CH:70]=[CH:69][C:53]2[NH:54][C:55]([CH:57]([NH:68][C:5](=[O:7])[C:4]3[CH:8]=[CH:9][C:10]([C:11]([N:13]4[CH2:17][CH2:16][CH2:15][CH2:14]4)=[O:12])=[C:2]([CH3:1])[CH:3]=3)[CH2:58][C:59]3[C:64]([CH3:65])=[CH:63][C:62]([OH:66])=[CH:61][C:60]=3[CH3:67])=[N:56][C:52]=2[CH:51]=1 |f:1.2,7.8|. The reactants are ClCl (chlorine), C30H31ClN4O3, CC=1C=C(C(=O)O)C=CC1C(=O)N1CCCC1 (3-methyl-4-(pyrrolidin-1-ylcarbonyl)benzoic acid), CN(C)C(=[N+](C)C)ON1C2=C(C=CC=C2)N=N1.[B-](F)(F)(F)F (TBTU), C(C)(C)N(CC)C(C)C (diisopropylethylamine), ClC1=CC2=C(NC(=N2)C(CC2=C(C=C(C=C2C)O)C)N)C=C1 (rac.-1-(5-chloro-1H-benzimidazol-2-yl)-2-(4-hydroxy-2,6-dimethylphenyl)ethylamine). Yields the product ClC1=CC2=C(NC(=N2)C(CC2=C(C=C(C=C2C)O)C)NC(C2=CC(=C(C=C2)C(=O)N2CCCC2)C)=O)C=C1 (rac.-N-[1-(5-chloro-1H-benzimidazol-2-yl)-2-(4-hydroxy-2,6-dimethylphenyl)ethyl]-3-methyl-4-(pyrrolidin-1-ylcarbonyl)benzamide). Starting materials: SC=1SC2=C(N1)C=1C(=CC(=C(C1C2)OCC(=O)OCC)C)C (ethyl [(2-mercapto-4,6-dimethyl-8H-indeno[1,2-d]thiazol-7-yl)oxy]acetate), C1(=CC=CC=C1)C(CCI)C1=CC=CC=C1 (3,3-diphenylpropyl iodide). The product is C1(=CC=CC=C1)C(CCSC=1SC2=C(N1)C=1C(=CC(=C(C1C2)OCC(=O)O)C)C)C2=CC=CC=C2 ([[2-(3,3-Diphenylpropyl)thio-4,6-dimethyl-8H-indeno[1,2-d]thiazol-7-yl]oxy]acetic acid). Yield: 55.0%. Reaction SMILES: [SH:1][C:2]1[S:3][C:4]2[CH2:13][C:12]3[C:11]([O:14][CH2:15][C:16]([O:18]CC)=[O:17])=[C:10]([CH3:21])[CH:9]=[C:8]([CH3:22])[C:7]=3[C:5]=2[N:6]=1.[C:23]1([CH:29]([C:33]2[CH:38]=[CH:37][CH:36]=[CH:35][CH:34]=2)[CH2:30][CH2:31]I)[CH:28]=[CH:27][CH:26]=[CH:25][CH:24]=1>>[C:23]1([CH:29]([C:33]2[CH:34]=[CH:35][CH:36]=[CH:37][CH:38]=2)[CH2:30][CH2:31][S:1][C:2]2[S:3][C:4]3[CH2:13][C:12]4[C:11]([O:14][CH2:15][C:16]([OH:18])=[O:17])=[C:10]([CH3:21])[CH:9]=[C:8]([CH3:22])[C:7]=4[C:5]=3[N:6]=2)[CH:28]=[CH:27][CH:26]=[CH:25][CH:24]=1. Procedure: Using ethyl [(2-mercapto-4,6-dimethyl-8H-indeno[1,2-d]thiazol-7-yl)oxy]acetate and 3,3-diphenylpropyl iodide, the procedure of Example 21 was otherwise repeated to synthesize the title compound. Yield 55%. Starting materials: N(=[N+]=[N-])CC1CN(CCOC1C1=CC(=C(C=C1)Cl)Cl)C(=O)OC(C)(C)C (tert-butyl (6RS,7RS)-6-(azidomethyl)-7-(3,4-dichlorophenyl)-1,4-oxazepane-4-carboxylate), C1(=CC=CC=C1)P(C1=CC=CC=C1)C1=CC=CC=C1 (triphenylphosphine), O (water). Run in C1CCOC1 (THF). Reaction conditions: time 36 hour. Yields the product NCC1CN(CCOC1C1=CC(=C(C=C1)Cl)Cl)C(=O)OC(C)(C)C (tert-butyl (6RS,7SR)-6-(aminomethyl)-7-(3,4-dichlorophenyl)-1,4-oxazepane-4-carboxylate). Yield: 97.0%. Reaction SMILES: [N:1]([CH2:4][CH:5]1[CH:11]([C:12]2[CH:17]=[CH:16][C:15]([Cl:18])=[C:14]([Cl:19])[CH:13]=2)[O:10][CH2:9][CH2:8][N:7]([C:20]([O:22][C:23]([CH3:26])([CH3:25])[CH3:24])=[O:21])[CH2:6]1)=[N+]=[N-].C1(P(C2C=CC=CC=2)C2C=CC=CC=2)C=CC=CC=1.O>C1COCC1>[NH2:1][CH2:4][CH:5]1[CH:11]([C:12]2[CH:17]=[CH:16][C:15]([Cl:18])=[C:14]([Cl:19])[CH:13]=2)[O:10][CH2:9][CH2:8][N:7]([C:20]([O:22][C:23]([CH3:26])([CH3:25])[CH3:24])=[O:21])[CH2:6]1. Procedure: To a solution of tert-butyl (6RS,7RS)-6-(azidomethyl)-7-(3,4-dichlorophenyl)-1,4-oxazepane-4-carboxylate (723 mg) in THF (7.5 mL) were added triphenylphosphine (567 mg) and water (1.5 mL), and the mixture was stirred at room temperature for 36 hr. The reaction mixture was concentrated under reduced pressure, and the residue was diluted with ethyl acetate. The diluted solution was washed with distilled water and brine, and dried over anhydrous magnesium sulfate. The solvent was evaporated under r... The reactants are C(C)(=O)NC1CCCC2=CC=CC=C12 (1-acetylamino-tetraline), CC(=O)C (acetone), aqueous solution, S(=O)(=O)([O-])[O-].[Mg+2] (magnesium sulfate), [Mn](=O)(=O)(=O)[O-].[K+] (potassium permanganate). Solvent: O (water), C(Cl)(Cl)Cl (chloroform). Conditions: time 20 minute. The product is C(C)(=O)NC=1C=CC=C2CCCC(C12)=O (8-Acetylamino-1-tetralone). Reaction SMILES: [C:1]([NH:4][CH:5]1[C:14]2[C:9](=[CH:10][CH:11]=[CH:12][CH:13]=2)[CH2:8][CH2:7][CH2:6]1)(=[O:3])[CH3:2].CC(C)=[O:17].S([O-])([O-])(=O)=O.[Mg+2].[Mn]([O-])(=O)(=O)=O.[K+]>C(Cl)(Cl)Cl.O>[C:1]([NH:4][C:5]1[CH:6]=[CH:7][CH:8]=[C:9]2[C:14]=1[C:13](=[O:17])[CH2:12][CH2:11][CH2:10]2)(=[O:3])[CH3:2] |f:2.3,4.5|. Procedure: 10 gm of 1-acetylamino-tetraline was dissolved into a mixed solvent of 400 ml acetone and 40 ml of 15% aqueous solution of magnesium sulfate. The solution was kept at 0° C. to add 42 gm of potassium permanganate, followed by stirring for 20 minutes at the same temperature. 800 ml of water was added to the residue obtained by concentrating the solvent. Precipitates thus obtained was extracted with chloroform and the extract was washed with brine and dried over magnesium sulfate. The residue obtai...